This data is from the Open Reaction Database (ORD), a public repository of structured organic reaction records. The task is: describe an organic reaction: reactants, conditions, products, and yield RXN SMILES: [C:21](=[O:22])([O-:23])[O-:24].[CH3:27][I:28].[CH3:29][C:30](=[O:31])[OH:32].[CH3:33][N:34]1[CH2:35][CH2:36][CH2:37][C:38]1=[O:39].[Cl:1][c:2]1[cH:3][c:4]([F:20])[c:5](-[c:10]2[n:11][nH:12][c:13]([C:16](=[O:17])[O:18][CH3:19])[c:14]2[CH3:15])[cH:6][c:7]1[O:8][CH3:9].[K+:25].[K+:26].[OH2:40]>>[Cl:1][c:2]1[cH:3][c:4]([F:20])[c:5](-[c:10]2[n:11][n:12]([CH3:21])[c:13]([C:16](=[O:17])[O:18][CH3:19])[c:14]2[CH3:15])[cH:6][c:7]1[O:8][CH3:9]. Reactants: O=C([O-])[O-], CI, CC(=O)O, CN1CCCC1=O, COC(=O)c1[nH]nc(-c2cc(OC)c(Cl)cc2F)c1C, [K+], [K+], O. The product is COC(=O)c1c(C)c(-c2cc(OC)c(Cl)cc2F)nn1C. The reactants are Clc1ccc(Nc2cc(N3CCC4(CC3)OCCO4)nc(N3CCN(Cc4ccccc4)CC3)n2)cc1Cl, Cl, C1COCCO1. The product is O=C1CCN(c2cc(Nc3ccc(Cl)c(Cl)c3)nc(N3CCN(Cc4ccccc4)CC3)n2)CC1. As a reaction SMILES: [CH2:1]([c:2]1[cH:3][cH:4][cH:5][cH:6][cH:7]1)[N:8]1[CH2:9][CH2:10][N:11]([c:14]2[n:15][c:16]([N:29]3[CH2:30][CH2:31][C:32]4([O:33][CH2:36][CH2:35][O:34]4)[CH2:37][CH2:38]3)[cH:17][c:18]([NH:20][c:21]3[cH:22][c:23]([Cl:28])[c:24]([Cl:27])[cH:25][cH:26]3)[n:19]2)[CH2:12][CH2:13]1.[ClH:39].[O:40]1[CH2:41][CH2:42][O:43][CH2:44][CH2:45]1>>[CH2:1]([c:2]1[cH:3][cH:4][cH:5][cH:6][cH:7]1)[N:8]1[CH2:9][CH2:10][N:11]([c:14]2[n:15][c:16]([N:29]3[CH2:30][CH2:31][C:32](=[O:33])[CH2:37][CH2:38]3)[cH:17][c:18]([NH:20][c:21]3[cH:22][c:23]([Cl:28])[c:24]([Cl:27])[cH:25][cH:26]3)[n:19]2)[CH2:12][CH2:13]1. Run in hydrocarbon. Yields the product polyol, C1(=CC=CC=C1)O.C1=CC=C(C=C1)/C=C/CO[C@H]2[C@@H]([C@H]([C@@H]([C@H](O2)CO)O)O)O (phenol rosin). Starting materials: OCC(CO)(CO)CO (Pentaerythritol), 17, CCCCCCCCCC=1C=CC(=CC1)O.C1=CC=C(C=C1)/C=C/CO[C@H]2[C@@H]([C@H]([C@@H]([C@H](O2)CO)O)O)O (nonylphenol rosin), resin, C1=CC=C(C=C1)/C=C/CO[C@H]2[C@@H]([C@H]([C@@H]([C@H](O2)CO)O)O)O (rosin), tall oil, C1=CC=C(C=C1)/C=C/CO[C@H]2[C@@H]([C@H]([C@@H]([C@H](O2)CO)O)O)O (rosin), CCCCCCCCCC=1C=CC(=CC1)O (nonylphenol), lime, C=O (formalin), pentaerythritol ester. Reported procedure: A polyol (pentaerythritol) ester of a phenol-rosin (nonylphenol-tall oil rosin) condensate was prepared in the following manner. To a nitrogen purged reactor and under a continuous nitrogen flow of 0.003 pounds of nitrogen per pound of rosin per hour were added 11,100 pounds of tall oil rosin, 1,120 pounds of nonylphenol, and 14 pounds of lime. At a temperature of 170° C. and with stirring, 1,270 pounds of formalin (37% aqueous formaldehyde) were added over the course of 4 hours. Pentaerythritol... As a reaction SMILES: [CH:1]1[CH:6]=[CH:5][C:4](/[CH:7]=[CH:8]/[CH2:9][O:10][C@@H:11]2[O:16][C@H:15]([CH2:17][OH:18])[C@@H:14]([OH:19])[C@H:13]([OH:20])[C@H:12]2[OH:21])=[CH:3][CH:2]=1.CCCCCCCCC[C:31]1[CH:32]=[CH:33][C:34]([OH:37])=[CH:35][CH:36]=1.C=O.OCC(CO)(CO)CO.CCCCCCCCCC1C=CC(O)=CC=1.C1C=CC(/C=C/CO[C@@H]2O[C@H](CO)[C@@H](O)[C@H](O)[C@H]2O)=CC=1>>[C:34]1([OH:37])[CH:35]=[CH:36][CH:31]=[CH:32][CH:33]=1.[CH:1]1[CH:2]=[CH:3][C:4](/[CH:7]=[CH:8]/[CH2:9][O:10][C@@H:11]2[O:16][C@H:15]([CH2:17][OH:18])[C@@H:14]([OH:19])[C@H:13]([OH:20])[C@H:12]2[OH:21])=[CH:5][CH:6]=1 |f:4.5,6.7|. Conditions: temperature 170 celsius. The reactants are CCN=C=NCCCN(C)C, Clc1ccc(CN2CCNCC2)c(Cl)c1, CC(Cl)Cl, Cl, O=C(O)CN1CCCC(c2ccccc2)(c2ccccc2)C1=O. The product is O=C(CN1CCCC(c2ccccc2)(c2ccccc2)C1=O)N1CCN(Cc2ccc(Cl)cc2Cl)CC1. Reaction SMILES: [CH2:40]([N:41]=[C:42]=[N:43][CH2:44][CH2:45][CH2:46][N:47]([CH3:48])[CH3:49])[CH3:50].[Cl:1][c:2]1[c:3]([CH2:4][N:5]2[CH2:6][CH2:7][NH:8][CH2:9][CH2:10]2)[cH:11][cH:12][c:13]([Cl:15])[cH:14]1.[Cl:51][CH:52]([Cl:53])[CH3:54].[ClH:39].[O:16]=[C:17]1[N:18]([CH2:35][C:36](=[O:37])[OH:38])[CH2:19][CH2:20][CH2:21][C:22]1([c:23]1[cH:24][cH:25][cH:26][cH:27][cH:28]1)[c:29]1[cH:30][cH:31][cH:32][cH:33][cH:34]1>>[Cl:1][c:2]1[c:3]([CH2:4][N:5]2[CH2:6][CH2:7][N:8]([C:36]([CH2:35][N:18]3[C:17](=[O:16])[C:22]([c:23]4[cH:24][cH:25][cH:26][cH:27][cH:28]4)([c:29]4[cH:30][cH:31][cH:32][cH:33][cH:34]4)[CH2:21][CH2:20][CH2:19]3)=[O:37])[CH2:9][CH2:10]2)[cH:11][cH:12][c:13]([Cl:15])[cH:14]1. Starting materials: ClCCO (2-chloroethanol), [Na] (sodium), Example 1, ClC1=C(OC=2C=CC(NN2)=O)C=CC=C1 (6-(2-chlorophenoxy)-3-pyridazinone). Run in C(CCC)O (1-butanol). Reaction conditions: temperature 100 celsius. The product is OCCN1N=C(C=CC1=O)OC1=C(C=CC=C1)Cl (2-(2-Hydroxyethyl)-6-(2-chlorophenoxy)-3-pyridazinone). As a reaction SMILES: [Na].[Cl:2][C:3]1[CH:16]=[CH:15][CH:14]=[CH:13][C:4]=1[O:5][C:6]1[CH:7]=[CH:8][C:9](=[O:12])[NH:10][N:11]=1.Cl[CH2:18][CH2:19][OH:20]>C(O)CCC>[OH:20][CH2:19][CH2:18][N:10]1[C:9](=[O:12])[CH:8]=[CH:7][C:6]([O:5][C:4]2[CH:13]=[CH:14][CH:15]=[CH:16][C:3]=2[Cl:2])=[N:11]1 |^1:0|. Procedure: 2.4 g sodium are dissolved in 100 ml anhydrous 1-butanol and then 30 g 6-(2-chlorophenoxy)-3-pyridazinone prepared in a manner analogous to Example 1 (M.Pt=182° C.) and the reaction mixture is maintained at 100° C. for 1 hour. 9 g 2-chloroethanol are then introduced without application of heat and then the mixture maintained for 9 hours at reflux temperature. The solvent is removed under reduced pressure, 50 ml aqueous N-sodium hydroxide solution are poured onto the residue and the final product... The reactants are N#Cc1ccc(-n2cc(Br)c(-c3ccncc3)n2)nc1, O=C([O-])[O-], OB(O)c1ccc2c(c1)CCC2=NOCc1ccccc1, CC#N, [K+], [K+], O. Yields the product N#Cc1ccc(-n2cc(-c3ccc4c(c3)CCC4=NOCc3ccccc3)c(-c3ccncc3)n2)nc1. Reaction SMILES: [Br:1][c:2]1[c:3](-[c:15]2[cH:16][cH:17][n:18][cH:19][cH:20]2)[n:4][n:5](-[c:7]2[n:8][cH:9][c:10]([C:11]#[N:12])[cH:13][cH:14]2)[cH:6]1.[C:42](=[O:43])([O-:44])[O-:45].[CH2:21]([c:22]1[cH:23][cH:24][cH:25][cH:26][cH:27]1)[O:28][N:29]=[C:30]1[CH2:31][CH2:32][c:33]2[cH:34][c:35]([B:39]([OH:40])[OH:41])[cH:36][cH:37][c:38]21.[CH3:48][C:49]#[N:50].[K+:46].[K+:47].[OH2:51]>>[c:2]1(-[c:35]2[cH:34][c:33]3[c:38]([cH:37][cH:36]2)[C:30](=[N:29][O:28][CH2:21][c:22]2[cH:23][cH:24][cH:25][cH:26][cH:27]2)[CH2:31][CH2:32]3)[c:3](-[c:15]2[cH:16][cH:17][n:18][cH:19][cH:20]2)[n:4][n:5](-[c:7]2[n:8][cH:9][c:10]([C:11]#[N:12])[cH:13][cH:14]2)[cH:6]1. Reactants: COC=1C(C(=CC(C1)(C)OC)OC)=O (2,4,6-trimethoxy-4-methyl-2,5-cyclohexadienone), C1=CC=CC=C1 (benzene), C(O)([O-])=O.[Na+] (sodium hydrogen carbonate). The solvent is S(O)(O)(=O)=O (sulfuric acid). Reaction conditions: time 2 hour. Product: COC=1C(C(=CC(C1)=C)OC)=O (2,6-dimethoxy-4-methylidene-2,5-cyclohexadienone). As a reaction SMILES: [CH3:1][O:2][C:3]1[C:4](=[O:14])[C:5]([O:12][CH3:13])=[CH:6][C:7](OC)([CH3:9])[CH:8]=1.C1C=CC=CC=1.C(=O)([O-])O.[Na+]>S(=O)(=O)(O)O>[CH3:13][O:12][C:5]1[C:4](=[O:14])[C:3]([O:2][CH3:1])=[CH:8][C:7](=[CH2:9])[CH:6]=1 |f:2.3|. Reported procedure: A 198 mg quantity of 2,4,6-trimethoxy-4-methyl-2,5-cyclohexadienone and 10 ml of benzene were dissolved in 10 ml of concentrated sulfuric acid, and stirred at room temperature for 2 hours. Thereafter the solution was neutralized by adding sodium hydrogen carbonate to the solution and filtered. The filtrate was concentrated at reduced pressure. The residue was extracted with dichloromethane, the solvent was removed at reduced pressure and the resulting residue was concentrated, thereby recovering... Starting materials: CC1NC(=O)C(C)(C)C1O[Si](C)(C)C(C)(C)C, O=C([O-])[O-], [Cs+], [Cs+], N#Cc1ccc(I)cc1C(F)(F)F, O=C(C=Cc1ccccc1)C=Cc1ccccc1, O=C(C=Cc1ccccc1)C=Cc1ccccc1, O=C(C=Cc1ccccc1)C=Cc1ccccc1, [Pd], [Pd], CC1(C)c2cccc(P(c3ccccc3)c3ccccc3)c2Oc2c(P(c3ccccc3)c3ccccc3)cccc21. Product: CC1C(O[Si](C)(C)C(C)(C)C)C(C)(C)C(=O)N1c1ccc(C#N)c(C(F)(F)F)c1. As a reaction SMILES: [C:1]([CH3:2])([CH3:3])([CH3:4])[Si:5]([O:6][CH:7]1[C:8]([CH3:14])([CH3:15])[C:9](=[O:13])[NH:10][CH:11]1[CH3:12])([CH3:16])[CH3:17].[C:31](=[O:32])([O-:33])[O-:34].[Cs+:35].[Cs+:36].[I:18][c:19]1[cH:20][c:21]([C:27]([F:28])([F:29])[F:30])[c:22]([C:23]#[N:24])[cH:25][cH:26]1.[O:117]=[C:118]([CH:119]=[CH:120][c:121]1[cH:122][cH:123][cH:124][cH:125][cH:126]1)[CH:127]=[CH:128][c:129]1[cH:130][cH:131][cH:132][cH:133][cH:134]1.[O:81]=[C:82]([CH:83]=[CH:84][c:85]1[cH:86][cH:87][cH:88][cH:89][cH:90]1)[CH:91]=[CH:92][c:93]1[cH:94][cH:95][cH:96][cH:97][cH:98]1.[O:99]=[C:100]([CH:101]=[CH:102][c:103]1[cH:104][cH:105][cH:106][cH:107][cH:108]1)[CH:109]=[CH:110][c:111]1[cH:112][cH:113][cH:114][cH:115][cH:116]1.[Pd:79].[Pd:80].[c:37]1([P:38]([c:39]2[cH:40][cH:41][cH:42][cH:43][cH:44]2)[c:45]2[c:46]3[c:70]([cH:71][cH:72][cH:73]2)[C:67]([CH3:68])([CH3:69])[c:49]2[c:48]([c:53]([P:54]([c:55]4[cH:56][cH:57][cH:58][cH:59][cH:60]4)[c:61]4[cH:62][cH:63][cH:64][cH:65][cH:66]4)[cH:52][cH:51][cH:50]2)[O:47]3)[cH:74][cH:75][cH:76][cH:77][cH:78]1>>[C:1]([CH3:2])([CH3:3])([CH3:4])[Si:5]([O:6][CH:7]1[C:8]([CH3:14])([CH3:15])[C:9](=[O:13])[N:10]([c:19]2[cH:20][c:21]([C:27]([F:28])([F:29])[F:30])[c:22]([C:23]#[N:24])[cH:25][cH:26]2)[CH:11]1[CH3:12])([CH3:16])[CH3:17].